Dataset: the Open Reaction Database (ORD), a public repository of structured organic reaction records. Task: describe an organic reaction: reactants, conditions, products, and yield Procedure details: A mixture of the above tetrahydrothiophene (5.70 g, 27.0 mmol), hydroxylamine HCl (2.81 g, 40.0 mmol) and barium carbonate (5.60 g) in 70 ml of ethanol is heated under reflux overnight. The solid is filtered and washed with 250 ml of hot ethanol. The filtrate is stripped of solvent, and the residue is diluted with ether and ethyl acetate, washed with water and with brine, dried and stripped of solvent to give 2-(4-chlorophenyl)-4-oxotetrahydrothiophene oxime. Yields the product ClC1=CC=C(C=C1)C1SCC(C1)=NO (2-(4-chlorophenyl)-4-oxotetrahydrothiophene oxime). Starting materials: S1CCCC1 (tetrahydrothiophene), Cl.NO (hydroxylamine HCl), C([O-])([O-])=O.[Ba+2] (barium carbonate), C(C)O (ethanol). As a reaction SMILES: [S:1]1[CH2:5][CH2:4][CH2:3][CH2:2]1.[ClH:6].[NH2:7][OH:8].C(=O)([O-])[O-].[Ba+2].[CH2:14](O)[CH3:15]>>[Cl:6][C:15]1[CH:14]=[CH:5][C:4]([CH:2]2[CH2:3][C:4](=[N:7][OH:8])[CH2:5][S:1]2)=[CH:3][CH:2]=1 |f:1.2,3.4|. Reactants: Brc1cccc(N2CCNCC2)c1, CCO, Cc1nc(CCl)cs1, [Na+], [Na+], O=C([O-])[O-]. Product: Cc1nc(CN2CCN(c3cccc(Br)c3)CC2)cs1. RXN SMILES: [Br:9][c:10]1[cH:11][c:12]([N:16]2[CH2:17][CH2:18][NH:19][CH2:20][CH2:21]2)[cH:13][cH:14][cH:15]1.[CH3:28][CH2:29][OH:30].[Cl:1][CH2:2][c:3]1[n:4][c:5]([CH3:8])[s:6][cH:7]1.[Na+:22].[Na+:23].[O-:24][C:25](=[O:26])[O-:27]>>[CH2:2]([c:3]1[n:4][c:5]([CH3:8])[s:6][cH:7]1)[N:19]1[CH2:18][CH2:17][N:16]([c:12]2[cH:11][c:10]([Br:9])[cH:15][cH:14][cH:13]2)[CH2:21][CH2:20]1. Reactants: ClC=1C(=NC=C(C1)C(F)(F)F)C1=CC2=C(N(C(N2C)=O)C(C)C)C=C1 (5-(3-chloro-5-trifluoromethylpyridin-2yl)-3-methyl-1-(1-methylethyl)benzimidazol-2-one), colorless crystals, ClC=1C(=NC=C(C1)C(F)(F)F)C1=CC2=C(N(C(N2)=O)C(C)C)C=C1 (5-(3-chloro-5-trifluoromethylpyridin-2yl)-1-(1-methylethyl)benzimidazol-2-one), C(C#C)Br (propargyl bromide). Yields the product ClC=1C(=NC=C(C1)C(F)(F)F)C1=CC2=C(N(C(N2CC#C)=O)C(C)C)C=C1 (5-(3-Chloro-5-trifluoromethylpyridin-2-yl)-1-(1-methylethyl)-3-(2-propynyl)benzimidazol-2-one). Yield: 47.0%. As a reaction SMILES: [Cl:1][C:2]1[C:3]([C:12]2[CH:25]=[CH:24][C:15]3[N:16]([CH:21]([CH3:23])[CH3:22])[C:17](=[O:20])[N:18]([CH3:19])[C:14]=3[CH:13]=2)=[N:4][CH:5]=[C:6]([C:8]([F:11])([F:10])[F:9])[CH:7]=1.Cl[C:27]1C(C2C=CC3N(C(C)C)C(=O)NC=3C=2)=NC=C(C(F)(F)F)[CH:32]=1.C(Br)C#C>>[Cl:1][C:2]1[C:3]([C:12]2[CH:25]=[CH:24][C:15]3[N:16]([CH:21]([CH3:22])[CH3:23])[C:17](=[O:20])[N:18]([CH2:19][C:27]#[CH:32])[C:14]=3[CH:13]=2)=[N:4][CH:5]=[C:6]([C:8]([F:9])([F:10])[F:11])[CH:7]=1. Reported procedure: In a similar manner to the preparation of 5-(3-chloro-5-trifluoromethylpyridin-2yl)-3-methyl-1-(1-methylethyl)benzimidazol-2-one described above, 2.5 g of 5-(3-chloro-5-trifluoromethylpyridin-2yl)-1-(1-methylethyl)benzimidazol-2-one and 0.9 g of propargyl bromide gave, after chromatography on silica gel, 1.3 g (47%) of colorless crystals. Yield: 47%; m.p.: 109-111° C.